This data is from the Open Reaction Database (ORD), a public repository of structured organic reaction records. The task is: describe an organic reaction: reactants, conditions, products, and yield Reactants: C(C)(C)(C)OO (tert.-butylhydroperoxide), N (NH3), N (NH3), [O-]S(=O)(=S)[O-].[Na+].[Na+] (Na2S2O3), ClC1=C(C=C(C=N1)NC(=O)C1=NC=C(C=C1)Br)C1(NC(COC1)=S)CF (5-bromo-pyridine-2-carboxylic acid [6-chloro-5-(3-fluoromethyl-5-thioxo-morpholin-3-yl)-pyridin-3-yl]-amide), N (NH3). Run in CO (MeOH), CO (MeOH). Conditions: time 20 hour. The product is Cl.NC1=NC(COC1)(CF)C=1C=C(C=NC1Cl)NC(=O)C1=NC=C(C=C1)Br (5-Bromo-pyridine-2-carboxylic acid [5-(5-amino-3-fluoromethyl-3,6-dihydro-2H-[1,4]oxazin-3-yl)-6-chloro-pyridin-3-yl]-amide hydrochloride). As a reaction SMILES: [Cl:1][C:2]1[N:7]=[CH:6][C:5]([NH:8][C:9]([C:11]2[CH:16]=[CH:15][C:14]([Br:17])=[CH:13][N:12]=2)=[O:10])=[CH:4][C:3]=1[C:18]1([CH2:25][F:26])[CH2:23][O:22][CH2:21][C:20](=S)[NH:19]1.C(OO)(C)(C)C.[O-]S([O-])(=S)=O.[Na+].[Na+].[NH3:40]>CO>[ClH:1].[NH2:40][C:20]1[CH2:21][O:22][CH2:23][C:18]([C:3]2[CH:4]=[C:5]([NH:8][C:9]([C:11]3[CH:16]=[CH:15][C:14]([Br:17])=[CH:13][N:12]=3)=[O:10])[CH:6]=[N:7][C:2]=2[Cl:1])([CH2:25][F:26])[N:19]=1 |f:2.3.4,7.8|. Reported procedure: To a suspension of 5-bromo-pyridine-2-carboxylic acid [6-chloro-5-(3-fluoromethyl-5-thioxo-morpholin-3-yl)-pyridin-3-yl]-amide (26 mg, 0.057 mmol) in 7M NH3 in MeOH (0.23 ml) was added at −20° C., tert.-butylhydroperoxide (0.055 ml, 0.566 mmol) and aq. 25% NH3 (0.15 ml, 0.99 mmol), the reaction mixture was stirred at room temperature for 80 min, 7M NH3 in MeOH (0.69 ml) were added and stirring continued for 20 h. At 0° C. halfsaturated aq. Na2S2O3 was added and the mixture extracted with EtOAc. ... Reactants: ( ε ), CC1=NC(=CS1)/C=C/[C@@H]2C[C@H]3[C@H](O3)CCC[C@@H]([C@@H]([C@H](C(=O)C([C@H](CC(=O)O2)O)(C)C)C)O)C (Epothilone A8), CC1=NC(=CO1)/C=C(\C)/[C@@H]2C/C=C\CCC[C@@H]([C@@H]([C@H](C(=O)C([C@H](CC(=O)O2)O)(C)C)C)O)C (Epothilone H1), CC1=NC(=CS1)/C=C(\C)/[C@@H]2C[C@H]3[C@H](O3)CCC[C@@H]([C@@H]([C@H](C(=O)[C@H]([C@H](CC(=O)O2)O)C)C)O)C (Epothilone A2), CC1=NC(=CS1)/C=C(\C)/[C@@H]2C/C=C(\CCC[C@@H]([C@@H]([C@H](C(=O)[C@H]([C@H](CC(=O)O2)O)C)C)O)C)/C (Epothilone D2), ( 100 ), ( 76 ), [K+].[Br-] (KBr), CC1=NC(=CS1)/C=C(\C)/[C@@H]2C[C@H]3[C@H](O3)CCC[C@@H]([C@@H]([C@H](C(=O)[C@H]([C@H](CC(=O)O2)O)C)C)O)C (Epothilone A2), ( 33 ). Solvent: CO (MeOH), CO (MeOH). Product: CC1=NC(=CS1)/C=C(\C)/[C@@H]2C/C=C\CC/C=C(/[C@@H]([C@H](C(=O)C([C@H](CC(=O)O2)O)(C)C)C)O)\C (Epothilone C5). As a reaction SMILES: [K+].[Br-].[CH3:3][C:4]1[S:8][CH:7]=[C:6](/[CH:9]=[C:10](/[C@H:12]2[O:30][C:28](=[O:29])[CH2:27][C@H:26]([OH:31])[C@H:25]([CH3:32])[C:23](=[O:24])[C@H:22]([CH3:33])[C@@H:21]([OH:34])[C@@H:20]([CH3:35])[CH2:19][CH2:18][CH2:17][C@H:15]3O[C@H:14]3[CH2:13]2)\[CH3:11])[N:5]=1.[CH3:36]C1SC=C(/C=C/[C@H]2OC(=O)C[C@H](O)C(C)(C)C(=O)[C@H](C)[C@@H](O)[C@@H](C)CCC[C@H]3O[C@H]3C2)N=1.CC1SC=C(/C=C(/[C@H]2OC(=O)C[C@H](O)[C@H](C)C(=O)[C@H](C)[C@@H](O)[C@@H](C)CCCC(C)=CC2)\C)N=1.CC1OC=C(/C=C(/[C@H]2OC(=O)C[C@H](O)C(C)(C)C(=O)[C@H](C)[C@@H](O)[C@@H](C)CCCC=CC2)\C)N=1>CO>[CH3:3][C:4]1[S:8][CH:7]=[C:6](/[CH:9]=[C:10](/[C@H:12]2[O:30][C:28](=[O:29])[CH2:27][C@H:26]([OH:31])[C:25]([CH3:32])([CH3:36])[C:23](=[O:24])[C@H:22]([CH3:33])[C@@H:21]([OH:34])[C:20]([CH3:35])=[CH:19][CH2:18][CH2:17][CH:15]=[CH:14][CH2:13]2)\[CH3:11])[N:5]=1 |f:0.1|. Procedure details: colorless amorphous solid; [α]D22−158.2 (c 0.5, MeOH); UV (MeOH) λmax nm (ε) 205 (19500), 247 (12700); IR (KBr) νmax 3447, 2972, 2927, 1737, 1690, 1450, 1252, 1181, 936 cm−1; 1H NMR (CDCl3, 400 MHz) δ 6.93 (1H, s, H-19), 6.48 (1H, bs, H-17), 5.48 (1H, ddd, J=10.7, 6.2, 6.2 Hz, H-12), 5.39 (1H, m, H-13), 5.37 (1H, m, H-9), 5.34 (1H, dd, J=8.0, 2.3 Hz, H-15), 4.29 (1H, dd, J=6.0, 2.6 Hz, H-7), 4.09 (1H, ddd, J=10.8, 7.1, 2.9 Hz, H-3), 3.59 (1H, d, J=7.1 Hz, 3-OH), 3.17 (1H, dq, J=6.0, 6.9 Hz, H-6)... The reactants are CC(C)(C)OC(=O)NCCCCC(=O)Nc1cc(C#N)ccc1N, [H-], CC(C)I, [Na+], CN(C)C=O. Product: CC(C)N(C(=O)CCCCNC(=O)OC(C)(C)C)c1cc(C#N)ccc1N. RXN SMILES: [C:1]([CH3:2])([CH3:3])([CH3:4])[O:5][C:6]([NH:7][CH2:8][CH2:9][CH2:10][CH2:11][C:12]([NH:13][c:14]1[c:15]([NH2:22])[cH:16][cH:17][c:18]([C:20]#[N:21])[cH:19]1)=[O:23])=[O:24].[H-:25].[I:27][CH:28]([CH3:29])[CH3:30].[Na+:26].[O:31]=[CH:32][N:33]([CH3:34])[CH3:35]>>[C:1]([CH3:2])([CH3:3])([CH3:4])[O:5][C:6]([NH:7][CH2:8][CH2:9][CH2:10][CH2:11][C:12]([N:13]([c:14]1[c:15]([NH2:22])[cH:16][cH:17][c:18]([C:20]#[N:21])[cH:19]1)[CH:28]([CH3:29])[CH3:30])=[O:23])=[O:24].